This data is from the Open Reaction Database (ORD), a public repository of structured organic reaction records. The task is: describe an organic reaction: reactants, conditions, products, and yield The reactants are [Br-], C1CCOC1, CON(C)C(=O)c1cc(C)nc(-n2ccnc2)n1, C[Mg+], O. The product is CC(=O)c1cc(C)nc(-n2ccnc2)n1. Reaction SMILES: [Br-:19].[CH2:23]1[O:24][CH2:25][CH2:26][CH2:27]1.[CH3:1][O:2][N:3]([C:4](=[O:5])[c:6]1[n:7][c:8](-[n:13]2[cH:14][n:15][cH:16][cH:17]2)[n:9][c:10]([CH3:12])[cH:11]1)[CH3:18].[CH3:20][Mg+:21].[OH2:22]>>[C:4](=[O:5])([c:6]1[n:7][c:8](-[n:13]2[cH:14][n:15][cH:16][cH:17]2)[n:9][c:10]([CH3:12])[cH:11]1)[CH3:20]. The reactants are O=C([O-])[O-], CN(C)c1ccc(NS(=O)(=O)c2ccc(Br)cc2)cc1, CC(=O)[O-], COc1ccnc(CCc2nc3cc(I)cnc3[nH]2)c1, [Cl-], [K+], [K+], [K+], [Li+], C1COCCO1, O, [Pd], c1ccc(P(c2ccccc2)c2ccccc2)cc1, c1ccc(P(c2ccccc2)c2ccccc2)cc1, c1ccc(P(c2ccccc2)c2ccccc2)cc1, c1ccc(P(c2ccccc2)c2ccccc2)cc1. The product is COc1ccnc(CCc2nc3cc(-c4ccc(S(=O)(=O)Nc5ccc(N(C)C)cc5)cc4)cnc3[nH]2)c1. As a reaction SMILES: [C:46](=[O:47])([O-:48])[O-:49].[CH3:1][N:2]([c:3]1[cH:4][cH:5][c:6]([NH:9][S:10](=[O:11])(=[O:12])[c:13]2[cH:14][cH:15][c:16]([Br:19])[cH:17][cH:18]2)[cH:7][cH:8]1)[CH3:20].[CH3:22][C:23](=[O:24])[O-:25].[CH3:26][O:27][c:28]1[cH:29][c:30]([CH2:34][CH2:35][c:36]2[n:37][c:38]3[c:39]([n:40][cH:41][c:42]([I:44])[cH:43]3)[nH:45]2)[n:31][cH:32][cH:33]1.[Cl-:53].[K+:21].[K+:50].[K+:51].[Li+:52].[O:54]1[CH2:55][CH2:56][O:57][CH2:58][CH2:59]1.[OH2:60].[Pd:61].[c:100]1([P:101]([c:102]2[cH:103][cH:104][cH:105][cH:106][cH:107]2)[c:108]2[cH:109][cH:110][cH:111][cH:112][cH:113]2)[cH:114][cH:115][cH:116][cH:117][cH:118]1.[c:119]1([P:120]([c:121]2[cH:122][cH:123][cH:124][cH:125][cH:126]2)[c:127]2[cH:128][cH:129][cH:130][cH:131][cH:132]2)[cH:133][cH:134][cH:135][cH:136][cH:137]1.[c:62]1([P:63]([c:64]2[cH:65][cH:66][cH:67][cH:68][cH:69]2)[c:70]2[cH:71][cH:72][cH:73][cH:74][cH:75]2)[cH:76][cH:77][cH:78][cH:79][cH:80]1.[c:81]1([P:82]([c:83]2[cH:84][cH:85][cH:86][cH:87][cH:88]2)[c:89]2[cH:90][cH:91][cH:92][cH:93][cH:94]2)[cH:95][cH:96][cH:97][cH:98][cH:99]1>>[CH3:1][N:2]([c:3]1[cH:4][cH:5][c:6]([NH:9][S:10](=[O:11])(=[O:12])[c:13]2[cH:14][cH:15][c:16](-[c:42]3[cH:41][n:40][c:39]4[c:38]([n:37][c:36]([CH2:35][CH2:34][c:30]5[cH:29][c:28]([O:27][CH3:26])[cH:33][cH:32][n:31]5)[nH:45]4)[cH:43]3)[cH:17][cH:18]2)[cH:7][cH:8]1)[CH3:20]. Reactants: Cl (HCl), C(C1=CC=CC=C1)OCCC1CCC2(OCCO2)CC1 (8-[2-(benzyloxy)ethyl]-1,4-dioxaspiro[4.5]decane), C(=O)(O)[O-].[Na+] (NaHCO3). The solvent is C1CCOC1 (THF). Run at time 10 hour. Product: C(C1=CC=CC=C1)OCCC1CCC(CC1)=O (4-(2-benzyloxyethyl)cyclohexanone). Reaction SMILES: [CH2:1]([O:8][CH2:9][CH2:10][CH:11]1[CH2:20][CH2:19][C:14]2(OCC[O:15]2)[CH2:13][CH2:12]1)[C:2]1[CH:7]=[CH:6][CH:5]=[CH:4][CH:3]=1.Cl.C([O-])(O)=O.[Na+]>C1COCC1>[CH2:1]([O:8][CH2:9][CH2:10][CH:11]1[CH2:12][CH2:13][C:14](=[O:15])[CH2:19][CH2:20]1)[C:2]1[CH:7]=[CH:6][CH:5]=[CH:4][CH:3]=1 |f:2.3|. Procedure details: To a mixture of crude 8-[2-(benzyloxy)ethyl]-1,4-dioxaspiro[4.5]decane (227.8 g) in THF (500 mL) is added 5N HCl (600 mL) at room temperature, and the mixture is stirred for 10 hours at the same temperature. After addition of NaHCO3 aq. (300 g in 500 mL water), the mixture is extracted with EtOAc (1500 mL). The water layer is extracted with EtOAc (1000 mL×2), and the combined organic layer is washed with brine, dried over magnesium sulfate, and concentrated under reduced pressure. The crude mixt... Procedure: A suspension of N-(3,3-diethyl-1-methyl-6-nitro-2-oxo-2,3-dihydro-1H-indol-5-yl)-acetamide (1,38 g) in 2-propanol (5 ml) and hydrochloric acid (6 N; 20 ml) is stirred at 100° C. for 2 h. After cooling the mixture is diluted with water and extracted with CH2Cl2. The organic layer is washed with brine, dried over MgSO4 and concentrated in vacuo to give the desired compound (1.12 g). Reaction conditions: temperature 100 celsius, time 2 hour. RXN SMILES: [CH2:1]([C:3]1([CH2:21][CH3:22])[C:11]2[C:6](=[CH:7][C:8]([N+:16]([O-:18])=[O:17])=[C:9]([NH:12]C(=O)C)[CH:10]=2)[N:5]([CH3:19])[C:4]1=[O:20])[CH3:2]>CC(O)C.Cl.O>[NH2:12][C:9]1[CH:10]=[C:11]2[C:6](=[CH:7][C:8]=1[N+:16]([O-:18])=[O:17])[N:5]([CH3:19])[C:4](=[O:20])[C:3]2([CH2:21][CH3:22])[CH2:1][CH3:2]. The reactants are C(C)C1(C(N(C2=CC(=C(C=C12)NC(C)=O)[N+](=O)[O-])C)=O)CC (N-(3,3-diethyl-1-methyl-6-nitro-2-oxo-2,3-dihydro-1H-indol-5-yl)-acetamide). The yield is 94.1%. Run in CC(C)O (2-propanol), Cl (hydrochloric acid), O (water). Yields the product NC=1C=C2C(C(N(C2=CC1[N+](=O)[O-])C)=O)(CC)CC (5-Amino-3,3-diethyl-1-methyl-6-nitro-1,3-dihydro-indol-2-one).